Dataset: the Open Reaction Database (ORD), a public repository of structured organic reaction records. Task: describe an organic reaction: reactants, conditions, products, and yield Starting materials: COCC1=C(C=CC(=C1)[N+](=O)[O-])O (2-methoxymethyl-4-nitrophenol), C([O-])([O-])=O.[K+].[K+] (potassium carbonate), CN(C=O)C (dimethylformamide), C(C1=CC=CC=C1)Cl (benzyl chloride), ice. Solvent: O (water). The product is C(C1=CC=CC=C1)OC1=C(C=C(C=C1)[N+](=O)[O-])COC (1-benzyloxy-2-methoxymethyl-4-nitrobenzene). RXN SMILES: [CH3:1][O:2][CH2:3][C:4]1[CH:9]=[C:8]([N+:10]([O-:12])=[O:11])[CH:7]=[CH:6][C:5]=1[OH:13].C(=O)([O-])[O-].[K+].[K+].CN(C)C=O.[CH2:25](Cl)[C:26]1[CH:31]=[CH:30][CH:29]=[CH:28][CH:27]=1>O>[CH2:25]([O:13][C:5]1[CH:6]=[CH:7][C:8]([N+:10]([O-:12])=[O:11])=[CH:9][C:4]=1[CH2:3][O:2][CH3:1])[C:26]1[CH:31]=[CH:30][CH:29]=[CH:28][CH:27]=1 |f:1.2.3|. Reported procedure: 18.3 g of 2-methoxymethyl-4-nitrophenol (1) (0.1 mol), 8.3 g (0.06 mol) of potassium carbonate and 40 ml of dimethylformamide were heated on a boiling water bath, and 12.1 ml (0.105 mol) of benzyl chloride were added over 10 minutes. After heating for 1 hour on the boiling water bath, the mixture was poured onto 150 g of ice. The yellow-brown crystals formed were filtered off, reslurried in ice-cold water and washed with petroleum ether. The wet product was recrystallized from 75 ml of isopropan... Reactants: C(CCC)=C1C(N(C(S1)=O)CCCCSC1=CC=CC=2N1C(=CN2)CN(C)C)=O (5-butylidene-3-[4-(3-dimethylaminomethylimidazo[1,2-a]pyridin-5-ylthio)butyl]thiazolidine-2,4-dione), Cl (hydrochloric acid). Solvent: CO (methanol). Product: Cl.Cl.C(CCC)=C1C(N(C(S1)=O)CCCCSC1=CC=CC=2N1C(=CN2)CN(C)C)=O (5-butylidene-3-[4-(3-dimethylaminomethylimidazo[1,2-a]pyridin-5-ylthio)butyl]thiazolidine-2,4-dione dihydrochloride). RXN SMILES: [CH:1](=[C:5]1[S:9][C:8](=[O:10])[N:7]([CH2:11][CH2:12][CH2:13][CH2:14][S:15][C:16]2[N:21]3[C:22]([CH2:25][N:26]([CH3:28])[CH3:27])=[CH:23][N:24]=[C:20]3[CH:19]=[CH:18][CH:17]=2)[C:6]1=[O:29])[CH2:2][CH2:3][CH3:4].[ClH:30]>CO>[ClH:30].[ClH:30].[CH:1](=[C:5]1[S:9][C:8](=[O:10])[N:7]([CH2:11][CH2:12][CH2:13][CH2:14][S:15][C:16]2[N:21]3[C:22]([CH2:25][N:26]([CH3:28])[CH3:27])=[CH:23][N:24]=[C:20]3[CH:19]=[CH:18][CH:17]=2)[C:6]1=[O:29])[CH2:2][CH2:3][CH3:4] |f:3.4.5|. Procedure details: To a solution of 0.43 g (1.0 mmol) of 5-butylidene-3-[4-(3-dimethylaminomethylimidazo[1,2-a]pyridin-5-ylthio)butyl]thiazolidine-2,4-dione in 20 ml of methanol, 0.13 ml of concentrated hydrochloric acid was added. After the solvent was distilled off, the residue was washed with diethyl ether to yield 0.45 g (89.4%, yellow oily substance) of the desired product. As a reaction SMILES: [Br:1][c:2]1[cH:3][cH:4][c:5]2[c:6]([cH:19]1)[CH2:7][N:8]([C:12](=[O:13])[O:14][C:15]([CH3:16])([CH3:17])[CH3:18])[CH2:9][CH2:10][O:11]2.[CH3:20][c:21]1[c:22]([B:27]([OH:28])[OH:29])[cH:23][cH:24][cH:25][cH:26]1.[CH3:31][CH2:32][OH:33].[CH3:40][c:41]1[cH:42][cH:43][cH:44][cH:45][cH:46]1.[Na+:34].[Na+:35].[O-:36][C:37](=[O:38])[O-:39].[OH2:30].[cH:47]1[cH:48][cH:49][c:50]([P:51]([Pd:52]([P:53]([c:54]2[cH:55][cH:56][cH:57][cH:58][cH:59]2)([c:60]2[cH:61][cH:62][cH:63][cH:64][cH:65]2)[c:66]2[cH:67][cH:68][cH:69][cH:70][cH:71]2)([P:72]([c:73]2[cH:74][cH:75][cH:76][cH:77][cH:78]2)([c:79]2[cH:80][cH:81][cH:82][cH:83][cH:84]2)[c:85]2[cH:86][cH:87][cH:88][cH:89][cH:90]2)[P:91]([c:92]2[cH:93][cH:94][cH:95][cH:96][cH:97]2)([c:98]2[cH:99][cH:100][cH:101][cH:102][cH:103]2)[c:104]2[cH:105][cH:106][cH:107][cH:108][cH:109]2)([c:110]2[cH:111][cH:112][cH:113][cH:114][cH:115]2)[c:116]2[cH:117][cH:118][cH:119][cH:120][cH:121]2)[cH:122][cH:123]1>>[c:2]1(-[c:22]2[c:21]([CH3:20])[cH:26][cH:25][cH:24][cH:23]2)[cH:3][cH:4][c:5]2[c:6]([cH:19]1)[CH2:7][N:8]([C:12](=[O:13])[O:14][C:15]([CH3:16])([CH3:17])[CH3:18])[CH2:9][CH2:10][O:11]2. Starting materials: CC(C)(C)OC(=O)N1CCOc2ccc(Br)cc2C1, Cc1ccccc1B(O)O, CCO, Cc1ccccc1, [Na+], [Na+], O=C([O-])[O-], O, c1ccc(P(c2ccccc2)(c2ccccc2)[Pd](P(c2ccccc2)(c2ccccc2)c2ccccc2)(P(c2ccccc2)(c2ccccc2)c2ccccc2)P(c2ccccc2)(c2ccccc2)c2ccccc2)cc1. The product is Cc1ccccc1-c1ccc2c(c1)CN(C(=O)OC(C)(C)C)CCO2.